This data is from the Open Reaction Database (ORD), a public repository of structured organic reaction records. The task is: describe an organic reaction: reactants, conditions, products, and yield Starting materials: BrC=1C=C(C=C(C1)[N+](=O)[O-])C (3-bromo-5-nitrotoluene), C(C)(=O)O (acetic acid), O (water). The reagents and catalysts are [Fe] (iron), [Fe] (iron). The solvent is C(C)O (ethanol). Reaction conditions: time 3 hour. The product is BrC=1C=C(N)C=C(C1)C (3-bromo-5-methylaniline). RXN SMILES: [Br:1][C:2]1[CH:3]=[C:4]([CH3:11])[CH:5]=[C:6]([N+:8]([O-])=O)[CH:7]=1.C(O)(=O)C.O>C(O)C.[Fe]>[Br:1][C:2]1[CH:7]=[C:6]([CH:5]=[C:4]([CH3:11])[CH:3]=1)[NH2:8]. Reported procedure: A solution of 3-bromo-5-nitrotoluene (21 g, prepared by the method of R. B. Carlin and G. E. Foltz, J. Amer. Chem. Soc., 1956, 78, 1992) in ethanol (250 ml) containing acetic acid (40.8 g) and iron powder (19.0 g) was refluxed with stirring for 3 h. Additional iron powder (9.5 g) was added, and the reaction mixture refluxed a further 3 h, cooled, and added to excess water. The mixture was filtered and the aqueous filtrate extracted with diethyl ether. The organic layer was extracted with 1N hydr... Procedure: Essentially prepared according to Procedure H using 4-(4-chloro-5,7-difluoro-3-methylquinolin-2-yl)morpholine (40.0 mg, 0.130 mmol) and 5-morpholinopyridin-3-amine in toluene to give 5,7-difluoro-3-methyl-2-morpholino-N-(5-morpholinopyridin-3-yl)quinolin-4-amine. 1H NMR (CDCl3) δ ppm 7.93 (1H, d, J=2.3 Hz), 7.69 (1H, d, J=2.2 Hz), 7.31 (1H, ddd, J=10.1, 2.5, 1.3 Hz), 6.89 (1H, d, J=12.7 Hz), 6.80 (1H, ddd, J=13.9, 8.7, 2.6 Hz), 6.58 (1H, t, J=2.4 Hz), 3.79-3.94 (8H, m), 3.33-3.41 (4H, m), 3.16 (... Reaction SMILES: Cl[C:2]1[C:11]2[C:6](=[CH:7][C:8]([F:13])=[CH:9][C:10]=2[F:12])[N:5]=[C:4]([N:14]2[CH2:19][CH2:18][O:17][CH2:16][CH2:15]2)[C:3]=1[CH3:20].[O:21]1[CH2:26][CH2:25][N:24]([C:27]2[CH:28]=[C:29]([NH2:33])[CH:30]=[N:31][CH:32]=2)[CH2:23][CH2:22]1>C1(C)C=CC=CC=1>[F:12][C:10]1[CH:9]=[C:8]([F:13])[CH:7]=[C:6]2[C:11]=1[C:2]([NH:33][C:29]1[CH:30]=[N:31][CH:32]=[C:27]([N:24]3[CH2:25][CH2:26][O:21][CH2:22][CH2:23]3)[CH:28]=1)=[C:3]([CH3:20])[C:4]([N:14]1[CH2:19][CH2:18][O:17][CH2:16][CH2:15]1)=[N:5]2. The solvent is C1(=CC=CC=C1)C (toluene). Product: FC1=C2C(=C(C(=NC2=CC(=C1)F)N1CCOCC1)C)NC=1C=NC=C(C1)N1CCOCC1 (5,7-difluoro-3-methyl-2-morpholino-N-(5-morpholinopyridin-3-yl)quinolin-4-amine). The reactants are ClC1=C(C(=NC2=CC(=CC(=C12)F)F)N1CCOCC1)C (4-(4-chloro-5,7-difluoro-3-methylquinolin-2-yl)morpholine), O1CCN(CC1)C=1C=C(C=NC1)N (5-morpholinopyridin-3-amine). The reactants are FC=1C(=C(C=CC1)C1=CN(C=2N=CN=C(C21)N[C@@H](C)C2=NN1C(C(N2C2=CC=CC=C2)=O)=C(C=C1)C)COCC[Si](C)(C)C)OC ((S)-2-(1-((5-(3-Fluoro-2-methoxyphenyl)-7-((2-(trimethylsilyl)ethoxy)methyl)-7H-pyrrolo[2,3-d]pyrimidin-4-yl)amino)ethyl)-5-methyl-3-phenylpyrrolo[2,1-f][1,2,4]triazin-4(3H)-one), B(Br)(Br)Br (boron tribromide), N (ammonia). The product is FC=1C(=C(C=CC1)C1=CNC=2N=CN=C(C21)N[C@@H](C)C2=NN1C(C(N2C2=CC=CC=C2)=O)=C(C=C1)C)O ((S)-2-(1-((5-(3-Fluoro-2-hydroxyphenyl)-7H-pyrrolo[2,3-d]pyrimidin-4-yl)amino)ethyl)-5-methyl-3-phenylpyrrolo[2,1-f][1,2,4]triazin-4(3H)-one). Isolated yield 75.7%. RXN SMILES: [F:1][C:2]1[C:3]([O:45]C)=[C:4]([C:8]2[C:16]3[C:15]([NH:17][C@H:18]([C:20]4[N:25]([C:26]5[CH:31]=[CH:30][CH:29]=[CH:28][CH:27]=5)[C:24](=[O:32])[C:23]5=[C:33]([CH3:36])[CH:34]=[CH:35][N:22]5[N:21]=4)[CH3:19])=[N:14][CH:13]=[N:12][C:11]=3[N:10](COCC[Si](C)(C)C)[CH:9]=2)[CH:5]=[CH:6][CH:7]=1.B(Br)(Br)Br.N>>[F:1][C:2]1[C:3]([OH:45])=[C:4]([C:8]2[C:16]3[C:15]([NH:17][C@H:18]([C:20]4[N:25]([C:26]5[CH:31]=[CH:30][CH:29]=[CH:28][CH:27]=5)[C:24](=[O:32])[C:23]5=[C:33]([CH3:36])[CH:34]=[CH:35][N:22]5[N:21]=4)[CH3:19])=[N:14][CH:13]=[N:12][C:11]=3[NH:10][CH:9]=2)[CH:5]=[CH:6][CH:7]=1. Reported procedure: (S)-2-(1-((5-(3-Fluoro-2-methoxyphenyl)-7-((2-(trimethylsilyl)ethoxy)methyl)-7H-pyrrolo[2,3-d]pyrimidin-4-yl)amino)ethyl)-5-methyl-3-phenylpyrrolo[2,1-f][1,2,4]triazin-4(3H)-one (79 mg, 0.12 mmol) was treated with boron tribromide (1 M in dichloromethane, 1.23 mL, 1.23 mmol) and a solution of ammonia (7N in methanol, 1.6 mL, 11.2 mmol) according to the method described in Example 41 to give 45 mg (73% yield) of the title compound as a white solid. Purity 99%. The reactants are O=C(CBr)c1ccc([N+](=O)[O-])cc1, FC(F)(F)Cc1nc2cc(Cl)c(Cl)cc2[nH]1, [H-], [Na+], CN(C)C=O. Product: O=C(Cn1c(CC(F)(F)F)nc2cc(Cl)c(Cl)cc21)c1ccc([N+](=O)[O-])cc1. Reaction SMILES: [Br:19][CH2:20][C:21](=[O:22])[c:23]1[cH:24][cH:25][c:26]([N+:29](=[O:30])[O-:31])[cH:27][cH:28]1.[Cl:1][c:2]1[cH:3][c:4]2[c:5]([nH:6][c:7]([CH2:9][C:10]([F:11])([F:12])[F:13])[n:8]2)[cH:14][c:15]1[Cl:16].[H-:17].[Na+:18].[O:32]=[CH:33][N:34]([CH3:35])[CH3:36]>>[Cl:1][c:2]1[cH:3][c:4]2[c:5]([n:6][c:7]([CH2:9][C:10]([F:11])([F:12])[F:13])[n:8]2[CH2:20][C:21](=[O:22])[c:23]2[cH:24][cH:25][c:26]([N+:29](=[O:30])[O-:31])[cH:27][cH:28]2)[cH:14][c:15]1[Cl:16]. Reactants: C(C)OC1=NC(CC2=CC=CC=C12)C (1-ethoxy-3-methyl-3,4-dihydroisoquinoline), Cl.NN (hydrazine monohydrochloride), ethanol-ether. Product: N(N)C1=NC(CC2=CC=CC=C12)C (1-hydrazino-3-methyl-3,4-dihydroisoquinoline). Reaction SMILES: C(O[C:4]1[C:13]2[C:8](=[CH:9][CH:10]=[CH:11][CH:12]=2)[CH2:7][CH:6]([CH3:14])[N:5]=1)C.Cl.[NH2:16][NH2:17]>>[NH:16]([C:4]1[C:13]2[C:8](=[CH:9][CH:10]=[CH:11][CH:12]=2)[CH2:7][CH:6]([CH3:14])[N:5]=1)[NH2:17] |f:1.2|. Procedure details: In a manner similar to that of Step B of Example 1, condensation of 1-ethoxy-3-methyl-3,4-dihydroisoquinoline (1.0 g.) and hydrazine monohydrochloride (0.36 g.) and three recrystallizations of the resulting product from ethanol-ether afforded 1-hydrazino-3-methyl-3,4-dihydroisoquinoline (V: Y=CH3, Y'= Z=Z'=H) hydrochloride (m.p. 174°-176° C.). Reactants: COC(C(C(=O)OC)C1=C(C=CC=C1F)Cl)=O (dimethyl(2-chloro-6-fluorophenyl)malonate), NC1=C(C=NN1)C(=O)OC (methyl 5-amino-1H-pyrazole-4-carboxylate), C(CCC)N(CCCC)CCCC (tri-n-butylamine). Run in CO (methanol). The product is ClC1=C(C(=CC=C1)F)C=1C(=NC=2N(C1O)N=CC2C(=O)OC)O (methyl 6-(2-chloro-6-fluorophenyl)-5,7-dihydroxypyrazolo[1,5-a]pyrimidine-3-carboxylate). The yield is 139.1%. As a reaction SMILES: CO[C:3](=[O:17])[CH:4]([C:9]1[C:14]([F:15])=[CH:13][CH:12]=[CH:11][C:10]=1[Cl:16])[C:5]([O:7]C)=O.[NH2:18][C:19]1[NH:23][N:22]=[CH:21][C:20]=1[C:24]([O:26][CH3:27])=[O:25].C(N(CCCC)CCCC)CCC>CO>[Cl:16][C:10]1[CH:11]=[CH:12][CH:13]=[C:14]([F:15])[C:9]=1[C:4]1[C:3]([OH:17])=[N:18][C:19]2[N:23]([N:22]=[CH:21][C:20]=2[C:24]([O:26][CH3:27])=[O:25])[C:5]=1[OH:7]. Procedure: At room temperature, 15 g (57.5 mmol) of dimethyl(2-chloro-6-fluorophenyl)malonate were mixed with 9.4 g (57.5 mmol) of methyl 5-amino-1H-pyrazole-4-carboxylate and 15 ml (63.3 mmol) of tri-n-butylamine. The mixture was then stirred at 185° C. for 8 hours, during which time methanol was distilled off. After cooling, excess tri-n-butylamine was carefully decanted off. Concentration under reduced pressure gave 27 g of methyl 6-(2-chloro-6-fluorophenyl)-5,7-dihydroxypyrazolo[1,5-a]pyrimidine-3-carb... Reactants: C(C=CC1=CC=CC=C1)N1N=C(C=C(C1=O)COS(=O)(=O)C)C1=CC(=C(C=C1)F)C (2-cinnamyl-6-(4-fluoro-3-methylphenyl)-4-methanesulonyloxymethyl-2H-pyridazin-3-one), CN1CCNCC1 (1-methylpiperazine). Product: C(C=CC1=CC=CC=C1)N1N=C(C=C(C1=O)CN1CCN(CC1)C)C1=CC(=C(C=C1)F)C (2-cinnamyl-6-(4-fluoro-3-methyl-phenyl)-4-(4-methyl-1-piperazinyl)methyl-2H-pyridazin-3-one). Isolated yield 80.1%. Reaction SMILES: [CH2:1]([N:10]1[C:15](=[O:16])[C:14]([CH2:17]OS(C)(=O)=O)=[CH:13][C:12]([C:23]2[CH:28]=[CH:27][C:26]([F:29])=[C:25]([CH3:30])[CH:24]=2)=[N:11]1)[CH:2]=[CH:3][C:4]1[CH:9]=[CH:8][CH:7]=[CH:6][CH:5]=1.[CH3:31][N:32]1[CH2:37][CH2:36][NH:35][CH2:34][CH2:33]1>>[CH2:1]([N:10]1[C:15](=[O:16])[C:14]([CH2:17][N:35]2[CH2:36][CH2:37][N:32]([CH3:31])[CH2:33][CH2:34]2)=[CH:13][C:12]([C:23]2[CH:28]=[CH:27][C:26]([F:29])=[C:25]([CH3:30])[CH:24]=2)=[N:11]1)[CH:2]=[CH:3][C:4]1[CH:9]=[CH:8][CH:7]=[CH:6][CH:5]=1. Procedure details: Following the procedure of Example 1(10), 2-cinnamyl-6-(4-fluoro-3-methylphenyl)-4-methanesulonyloxymethyl-2H-pyridazin-3-one and 1-methylpiperazine were reacted to yield the title compound as a yellow oil (yield: 80.1%).